Task: describe an organic reaction: reactants, conditions, products, and yield. Dataset: the Open Reaction Database (ORD), a public repository of structured organic reaction records The reactants are ClC(C)Cl (Dichloroethane), S(=O)(Cl)Cl (thionyl chloride), CC1=C(OCC2=C(C(=O)O)C=CC=C2)C=C(C=C1)C (2-(2,5-dimethylphenoxymethyl)benzoic acid). Run in CN(C=O)C (dimethylformamide). The product is CC1=C(OCC2=C(C(=O)Cl)C=CC=C2)C=C(C=C1)C (2-(2,5-dimethylphenoxymethyl)benzoyl chloride). Reaction SMILES: [Cl:1]C(Cl)C.S(Cl)(Cl)=O.[CH3:9][C:10]1[CH:26]=[CH:25][C:24]([CH3:27])=[CH:23][C:11]=1[O:12][CH2:13][C:14]1[CH:22]=[CH:21][CH:20]=[CH:19][C:15]=1[C:16](O)=[O:17]>CN(C)C=O>[CH3:9][C:10]1[CH:26]=[CH:25][C:24]([CH3:27])=[CH:23][C:11]=1[O:12][CH2:13][C:14]1[CH:22]=[CH:21][CH:20]=[CH:19][C:15]=1[C:16]([Cl:1])=[O:17]. Procedure: Dichloroethane (20 ml), thionyl chloride (1.31 g, 0.011 mol) and dimethylformamide (0.1 ml) were added to 2-(2,5-dimethylphenoxymethyl)benzoic acid (2.56 g, 0.01 mol), and the mixture was stirred under reflux for 2 hours. After completion of the reaction, the reaction mixture was concentrated under reduced pressure to give crude 2-(2,5-dimethylphenoxymethyl)benzoyl chloride. 1.6M n-butyllithium/n-hexane solution (6.25 ml, 0.01 mol) was added to a mixture of 1-methylpyrazole (0.99 g, 0.012 mol) a... Starting materials: C(=O)(OC(C)(C)C)N([C@@H]1[C@H]([C@H]([C@@H](C1)N1C2=NC(=NC(=C2N=C1)Cl)Cl)O)O)C(=O)OC(C)(C)C ((1S,2R,3S,5R)-3-(di-Boc-amino)-5-(2,6-dichloro-purin-9-yl)-cyclopentane-1,2-diol), C(C)C=1N=NNN1 (5-ethyl-2H-tetrazole). The product is ClC1=NC(=C2N=CN(C2=N1)[C@H]1[C@@H]([C@@H]([C@H](C1)N1N=C(N=N1)CC)O)O)Cl ((1R,2S,3R,5S)-3-(2,6-Dichloro-purin-9-yl)-5-(5-ethyl-tetrazol-2-yl)-cyclopentane-1,2-diol). Reaction SMILES: C([N:8](C(OC(C)(C)C)=O)[C@H:9]1[CH2:13][C@@H:12]([N:14]2[CH:22]=[N:21][C:20]3[C:15]2=[N:16][C:17]([Cl:24])=[N:18][C:19]=3[Cl:23])[C@H:11]([OH:25])[C@@H:10]1[OH:26])(OC(C)(C)C)=O.[CH2:34]([C:36]1[N:37]=[N:38]N[N:40]=1)[CH3:35]>>[Cl:24][C:17]1[N:16]=[C:15]2[C:20]([N:21]=[CH:22][N:14]2[C@@H:12]2[CH2:13][C@H:9]([N:8]3[N:38]=[N:37][C:36]([CH2:34][CH3:35])=[N:40]3)[C@@H:10]([OH:26])[C@H:11]2[OH:25])=[C:19]([Cl:23])[N:18]=1. Procedure details: This compound is prepared analogously to (1S,2R,3S,5R)-3-(di-Boc-amino)-5-(2,6-dichloro-purin-9-yl)-cyclopentane-1,2-diol (Step AA4) by replacing di-t-butyliminodicarboxylate (Step AA3) with 5-ethyl-2H-tetrazole. Reactants: C(C=1C(O)=CC=CC1)=O (salicylaldehyde), C(=O)([O-])[O-].[K+].[K+] (K2CO3), Cl.ClCCN1CCOCC1 (N-(2-chloroethyl)morpholine hydrochloride). Procedure: To a solution of salicylaldehyde (2 ml) in acetonitrile (20 ml) was added K2CO3 (5.71 g), followed by N-(2-chloroethyl)morpholine hydrochloride (3.5 g) and then the mixture was stirred at room temperature for 2 hours, then at reflux overnight. The reaction mixture was cooled to room temperature, filtered, and the filtrate was concentrated in vacuo to afford 2-[2-(4-morpholinyl)ethoxy]benzaldehyde, as a yellow oil. Yields the product N1(CCOCC1)CCOC1=C(C=O)C=CC=C1 (2-[2-(4-morpholinyl)ethoxy]benzaldehyde). The solvent is C(C)#N (acetonitrile). RXN SMILES: [CH:1](=[O:9])[C:2]1[C:3](=[CH:5][CH:6]=[CH:7][CH:8]=1)[OH:4].C([O-])([O-])=O.[K+].[K+].Cl.Cl[CH2:18][CH2:19][N:20]1[CH2:25][CH2:24][O:23][CH2:22][CH2:21]1>C(#N)C>[N:20]1([CH2:19][CH2:18][O:4][C:3]2[CH:5]=[CH:6][CH:7]=[CH:8][C:2]=2[CH:1]=[O:9])[CH2:25][CH2:24][O:23][CH2:22][CH2:21]1 |f:1.2.3,4.5|. Reaction conditions: time 2 hour. Starting materials: N[C@H]1[C@@H](CCCC1)CC1=CC(=C(C=C1)N1CC(N(S1(=O)=O)CC[Si](C)(C)C)=O)OCC1=CC=CC=C1 (5-[4-((1S*,2R*)-2-aminocyclohexylmethyl)-2-benzyloxy-phenyl]-1,1-dioxo-2-(2-trimethylsilanylethyl)-1,2,5-thiadiazolidin-3-one), C1(=CC=CC=C1)S(=O)(=O)Cl (benzenesulfonyl chloride). The product is OC=1C=C(C[C@H]2[C@@H](CCCC2)NS(=O)(=O)C2=CC=CC=C2)C=CC1N1S(NC(C1)=O)(=O)=O (N-{(1R*,2S*)-2-[3-Hydroxy-4-(1,1,4-trioxo-1,2,5-thiadiazolidin-2-yl)-benzyl]-cyclohexyl}-benzenesulfonamide). RXN SMILES: [NH2:1][C@@H:2]1[CH2:7][CH2:6][CH2:5][CH2:4][C@H:3]1[CH2:8][C:9]1[CH:14]=[CH:13][C:12]([N:15]2[S:19](=[O:21])(=[O:20])[N:18](CC[Si](C)(C)C)[C:17](=[O:28])[CH2:16]2)=[C:11]([O:29]CC2C=CC=CC=2)[CH:10]=1.[C:37]1([S:43](Cl)(=[O:45])=[O:44])[CH:42]=[CH:41][CH:40]=[CH:39][CH:38]=1>>[OH:29][C:11]1[CH:10]=[C:9]([CH:14]=[CH:13][C:12]=1[N:15]1[CH2:16][C:17](=[O:28])[NH:18][S:19]1(=[O:21])=[O:20])[CH2:8][C@@H:3]1[CH2:4][CH2:5][CH2:6][CH2:7][C@H:2]1[NH:1][S:43]([C:37]1[CH:42]=[CH:41][CH:40]=[CH:39][CH:38]=1)(=[O:45])=[O:44]. Reported procedure: The title compound is prepared from 5-[4-((1S*,2R*)-2-aminocyclohexylmethyl)-2-benzyloxy-phenyl]-1,1-dioxo-2-(2-trimethylsilanylethyl)-1,2,5-thiadiazolidin-3-one and benzenesulfonyl chloride analogous to Example 205, steps B, C and D. MS (M−1)−=478; HPLC retention time=1.10 min. (Method A). Reactants: NO (hydroxylamine), CO (methanol), C(#N)C=1C=CC(=NC1)C1=CC=C(OCC(C(=O)OC)(C)C)C=C1 (methyl 3-[4-(5-cyanopyridin-2-yl)-phenoxy]-2,2-dimethylpropanoate). The solvent is O1CCCC1 (tetrahydrofuran). Reaction conditions: temperature 80 celsius, time 4 hour. The product is NC(C=1C=CC(=NC1)C1=CC=C(OCC(C(=O)OC)(C)C)C=C1)=NO (methyl 3-(4-{5-[amino(hydroxyimino)methyl]pyridin-2-yl}phenoxy)-2,2-dimethylpropanoate). Yield: 87.4%. RXN SMILES: [NH2:1][OH:2].CO.[C:5]([C:7]1[CH:8]=[CH:9][C:10]([C:13]2[CH:27]=[CH:26][C:16]([O:17][CH2:18][C:19]([CH3:25])([CH3:24])[C:20]([O:22][CH3:23])=[O:21])=[CH:15][CH:14]=2)=[N:11][CH:12]=1)#[N:6]>O1CCCC1>[NH2:6][C:5](=[N:1][OH:2])[C:7]1[CH:8]=[CH:9][C:10]([C:13]2[CH:27]=[CH:26][C:16]([O:17][CH2:18][C:19]([CH3:25])([CH3:24])[C:20]([O:22][CH3:23])=[O:21])=[CH:15][CH:14]=2)=[N:11][CH:12]=1. Procedure: 50% Aqueous hydroxylamine solution (40 g) was added to a methanol (100 mL) and tetrahydrofuran (100 mL) solution containing methyl 3-[4-(5-cyanopyridin-2-yl)-phenoxy]-2,2-dimethylpropanoate (6.0 g), and the mixture was stirred at 80° C. for 4 hours. After cooling the reaction mixture to room temperature, the mixture was concentrated under reduced pressure. To the obtained residue were added ethyl acetate and water, and the liquids were separated. The organic layer was separated, washed with wate... Reactants: COC(=O)C1CCc2cc(OC)c(OC)c3c2C1CC(c1ccccc1)C3, CO, [Na+], [OH-]. The product is COc1cc2c3c(c1OC)CC(c1ccccc1)CC3C(C(=O)O)CC2. Reaction SMILES: [C:1](=[O:2])([O:3][CH3:4])[CH:5]1[CH2:6][CH2:7][c:8]2[cH:9][c:10]([O:26][CH3:27])[c:11]([O:24][CH3:25])[c:12]3[c:17]2[CH:16]1[CH2:15][CH:14]([c:18]1[cH:19][cH:20][cH:21][cH:22][cH:23]1)[CH2:13]3.[CH3:30][OH:31].[Na+:29].[OH-:28]>>[C:1](=[O:2])([OH:3])[CH:5]1[CH2:6][CH2:7][c:8]2[cH:9][c:10]([O:26][CH3:27])[c:11]([O:24][CH3:25])[c:12]3[c:17]2[CH:16]1[CH2:15][CH:14]([c:18]1[cH:19][cH:20][cH:21][cH:22][cH:23]1)[CH2:13]3.